The task is: describe an organic reaction: reactants, conditions, products, and yield. This data is from the Open Reaction Database (ORD), a public repository of structured organic reaction records. The product is C(C)(C)(C)OC(=O)N[C@H]1COCC[C@H]1NC1=C(C2=C(C(=N1)C=1C=NN3C1C=C(C=C3)C)C(N(C2)C(=O)OC(C)(C)C)=O)F (tert-Butyl 6-(((3R,4R)-3-((tert-butoxycarbonyl)amino)tetrahydro-2H-pyran-4-yl)amino)-7-fluoro-4-(5-methylpyrazolo[1,5-a]pyridin-3-yl)-3-oxo-1H-pyrrolo[3,4-c]pyridine-2(3H)-carboxylate). The solvent is O (water), CC(=O)N(C)C (DMA), O (water). Procedure details: To a 25 mL reaction flask equipped with magnetic stir bar and thermometer was added tert-butyl 6-((3R,4R)-3-(tert-butoxycarbonylamino)tetrahydro-2H-pyran-4-ylamino)-4-chloro-7-fluoro-3-oxo-1H-pyrrolo[3,4-c]pyridine-2(3H)-carboxylate (200 mg, 0.399 mmol) and 5-methyl-3-(4,4,5,5-tetramethyl-1,3,2-dioxaborolan-2-yl)pyrazolo[1,5-a]pyridine (124 mg, 0.479 mmol), followed by potassium carbonate (325 mesh powder) (110 mg, 0.798 mmol), DMA (10 mL), and water (0.667 mL). The mixture was stirred at room t... Reaction SMILES: [C:1]([O:5][C:6]([NH:8][C@@H:9]1[C@H:14]([NH:15][C:16]2[N:21]=[C:20](Cl)[C:19]3[C:23](=[O:33])[N:24]([C:26]([O:28][C:29]([CH3:32])([CH3:31])[CH3:30])=[O:27])[CH2:25][C:18]=3[C:17]=2[F:34])[CH2:13][CH2:12][O:11][CH2:10]1)=[O:7])([CH3:4])([CH3:3])[CH3:2].[CH3:35][C:36]1[CH:41]=[CH:40][N:39]2[N:42]=[CH:43][C:44](B3OC(C)(C)C(C)(C)O3)=[C:38]2[CH:37]=1.C(=O)([O-])[O-].[K+].[K+].C(N[C@H](C(O)=O)CS)(=O)C>O.CC(N(C)C)=O>[C:1]([O:5][C:6]([NH:8][C@@H:9]1[C@H:14]([NH:15][C:16]2[N:21]=[C:20]([C:44]3[CH:43]=[N:42][N:39]4[CH:40]=[CH:41][C:36]([CH3:35])=[CH:37][C:38]=34)[C:19]3[C:23](=[O:33])[N:24]([C:26]([O:28][C:29]([CH3:32])([CH3:31])[CH3:30])=[O:27])[CH2:25][C:18]=3[C:17]=2[F:34])[CH2:13][CH2:12][O:11][CH2:10]1)=[O:7])([CH3:4])([CH3:3])[CH3:2] |f:2.3.4|. Yield: 21.0%. Reactants: Pd-118, C(C)(C)(C)OC(=O)N[C@H]1COCC[C@H]1NC1=C(C2=C(C(=N1)Cl)C(N(C2)C(=O)OC(C)(C)C)=O)F (tert-butyl 6-((3R,4R)-3-(tert-butoxycarbonylamino)tetrahydro-2H-pyran-4-ylamino)-4-chloro-7-fluoro-3-oxo-1H-pyrrolo[3,4-c]pyridine-2(3H)-carboxylate), CC1=CC=2N(C=C1)N=CC2B2OC(C(O2)(C)C)(C)C (5-methyl-3-(4,4,5,5-tetramethyl-1,3,2-dioxaborolan-2-yl)pyrazolo[1,5-a]pyridine), C(C)(=O)N[C@@H](CS)C(=O)O (N-acetyl cysteine), C([O-])([O-])=O.[K+].[K+] (potassium carbonate). Conditions: time 3 minute. The reactants are [H-].[Na+] (NaH), C(OCC)(OCC)=O (diethyl carbonate), CC(=O)C (methyl ketone), O1C(=CC=C1)C(C)=O (1-furan-2-yl-ethanone). The solvent is C(C)(=O)O (acetic acid), O (water), C1(=CC=CC=C1)C (toluene), C1(=CC=CC=C1)C (toluene). Yields the product C(C)OC(CC(=O)C=1OC=CC1)=O (3-furan-2-yl-3-oxo-propionic acid ethyl ester). RXN SMILES: [H-].[Na+].[C:3](=[O:10])([O:7][CH2:8][CH3:9])OCC.CC(C)=O.[O:15]1[CH:19]=[CH:18][CH:17]=[C:16]1[C:20](=[O:22])[CH3:21]>C1(C)C=CC=CC=1.O.C(O)(=O)C>[CH2:8]([O:7][C:3](=[O:10])[CH2:21][C:20]([C:16]1[O:15][CH:19]=[CH:18][CH:17]=1)=[O:22])[CH3:9] |f:0.1|. Procedure: To a vigorously stirred suspension of NaH (60% dispersion in mineral oil, 2.28 g, 56.6 mmol, 2.9 equiv.) and diethyl carbonate (4.7 mL, 38.83 mmol, 1.99 equiv.) in dry toluene (30 mL) was added drop wise (over a period of 1 h) a solution of the methyl ketone, 1-furan-2-yl-ethanone, (2.14 g., 19.51 mmol) in toluene (5 mL) under reflux. After addition, the mixture was stirred at reflux for 0.5 h. The mixture was cooled to RT and was acidified with glacial acetic acid. After adding cold water, the ... Starting materials: CC1(C=2C=CC(=CC2C(CC1)(C)C)C=1N=C(SC1)N1CCNCC1)C (1-[4-(5,5,8,8-tetramethyl-5,6,7,8-tetrahydronaphthalen-2-yl)thiazol-2-yl]piperazine), Cl (hydrochloride), C(C)OC(C(C(=O)OCC)CCCCl)=O (2-(3-chloropropyl)malonic acid diethyl ester), [H-].[Al+3].[Li+].[H-].[H-].[H-] (lithium aluminium hydride). Product: CC1(C=2C=CC(=CC2C(CC1)(C)C)C=1N=C(SC1)N1CCN(CC1)CCCC(CO)CO)C (2-(3-{4-[4-(5,5,8,8-Tetramethyl-5,6,7,8-tetrahydronaphthalen-2-yl)thiazol-2-yl]piperazin-1-yl}propyl)propane-1,3-diol). RXN SMILES: [CH3:1][C:2]1([CH3:25])[CH2:11][CH2:10][C:9]([CH3:13])([CH3:12])[C:8]2[CH:7]=[C:6]([C:14]3[N:15]=[C:16]([N:19]4[CH2:24][CH2:23][NH:22][CH2:21][CH2:20]4)[S:17][CH:18]=3)[CH:5]=[CH:4][C:3]1=2.C([O:28][C:29](=O)[CH:30]([CH2:36][CH2:37][CH2:38]Cl)[C:31](OCC)=[O:32])C.[H-].[Al+3].[Li+].[H-].[H-].[H-].Cl>>[CH3:1][C:2]1([CH3:25])[CH2:11][CH2:10][C:9]([CH3:12])([CH3:13])[C:8]2[CH:7]=[C:6]([C:14]3[N:15]=[C:16]([N:19]4[CH2:20][CH2:21][N:22]([CH2:38][CH2:37][CH2:36][CH:30]([CH2:31][OH:32])[CH2:29][OH:28])[CH2:23][CH2:24]4)[S:17][CH:18]=3)[CH:5]=[CH:4][C:3]1=2 |f:2.3.4.5.6.7|. Reported procedure: The preparation was carried out analogously as described above starting from 200 mg (0.53 mmol) of 1-[4-(5,5,8,8-tetramethyl-5,6,7,8-tetrahydronaphthalen-2-yl)thiazol-2-yl]piperazine and 234 μl (0.1.06 mmol) of 2-(3-chloropropyl)malonic acid diethyl ester and subsequent reduction using lithium aluminium hydride prepared. The product is in the form of the hydrochloride. Reactants: FC(C1=CC=C(CN)C=C1)(F)F (4-trifluoromethylbenzylamine), ClC(Cl)(OC(OC(Cl)(Cl)Cl)=O)Cl (triphosgene), [N-]=C=O (isocyanate), NC1=CC=CC=2OCC(NC21)=O (5-amino-2H-benzo[b][1,4]oxazin-3(4H)-one). Solvent: CCOC(=O)C (AcOEt), CCOC(=O)C (AcOEt), CN(C)C=O (DMF). Run at temperature 80 celsius. The product is FC(C1=CC=C(CNC(=O)NC2=CC=CC=3OCC(NC32)=O)C=C1)(F)F (1-(4-(trifluoromethyl)benzyl)-3-(3,4-dihydro-3-oxo-2H-benzo[b][1,4]oxazin-5-yl)urea). Yield: 32.0%. As a reaction SMILES: [F:1][C:2]([F:12])([F:11])[C:3]1[CH:10]=[CH:9][C:6]([CH2:7][NH2:8])=[CH:5][CH:4]=1.ClC(Cl)(OC(=O)OC(Cl)(Cl)Cl)Cl.[N-:25]=[C:26]=[O:27].N[C:29]1[C:38]2[NH:37][C:36](=[O:39])[CH2:35][O:34][C:33]=2[CH:32]=[CH:31][CH:30]=1>CCOC(C)=O.CN(C=O)C>[F:1][C:2]([F:11])([F:12])[C:3]1[CH:10]=[CH:9][C:6]([CH2:7][NH:8][C:26]([NH:25][C:29]2[C:38]3[NH:37][C:36](=[O:39])[CH2:35][O:34][C:33]=3[CH:32]=[CH:31][CH:30]=2)=[O:27])=[CH:5][CH:4]=1. Reported procedure: Commercially available 4-trifluoromethylbenzylamine (1 ml, 7 mmol) was dissolved in 20 ml of AcOEt and at 0° C. triphosgene (2 g, 7 mmol) was added to the solution. The mixture was warmed at 80° C. for 4 hours then evaporated and the residue was dissolved in 5 ml of DMF. The solution of the isocyanate was added dropwise to a solution in DMF (10 ml) of compound 1e (766 mg, 4.66 mmol) and the mixture was warmed at 80° C. for 8 hours. (TLC AcOEt). The solvent was evaporated and the crude was dissol...